From a dataset of the Open Reaction Database (ORD), a public repository of structured organic reaction records. describe an organic reaction: reactants, conditions, products, and yield Reactants: C1(=CC=CC=C1)P(=C(C)C(=O)OCC)(C1=CC=CC=C1)C1=CC=CC=C1 (triphenyl(1-[ethoxycarbonyl]ethylidene)phosphorane), [N+](=O)([O-])C1=C(C=O)C=CC=C1 (2-nitrobenzaldehyde). Product: CC(C(=O)OCC)=CC1=C(C=CC=C1)[N+](=O)[O-] (Ethyl 2-Methyl-3-(2-Nitrophenyl)propenoate). RXN SMILES: C1(P(C2C=CC=CC=2)(C2C=CC=CC=2)=[C:8]([C:10]([O:12][CH2:13][CH3:14])=[O:11])[CH3:9])C=CC=CC=1.[N+:27]([C:30]1[CH:37]=[CH:36][CH:35]=[CH:34][C:31]=1[CH:32]=O)([O-:29])=[O:28]>>[CH3:9][C:8](=[CH:32][C:31]1[CH:34]=[CH:35][CH:36]=[CH:37][C:30]=1[N+:27]([O-:29])=[O:28])[C:10]([O:12][CH2:13][CH3:14])=[O:11]. Procedure: The title compound is prepared from triphenyl(1-[ethoxycarbonyl]ethylidene)phosphorane and 2-nitrobenzaldehyde, using the procedure of Preparation 5.